From a dataset of the Open Reaction Database (ORD), a public repository of structured organic reaction records. describe an organic reaction: reactants, conditions, products, and yield The product is COc1ccc(C2(C#N)CCOCC2)cc1CNC1CCCN(C(=O)OC(C)(C)C)C1c1ccccc1. RXN SMILES: [C:1](#[N:2])[C:3]1([c:9]2[cH:10][cH:11][c:12]([O:17][CH3:18])[c:13]([CH:14]=[O:15])[cH:16]2)[CH2:4][CH2:5][O:6][CH2:7][CH2:8]1.[C:39]([O:40][C:41]([N:42]1[CH2:43][CH2:44][CH2:45][CH:46]([NH:47][CH2:48][c:49]2[cH:50][c:51]([CH:52]([C:53]#[N:54])[CH3:55])[cH:56][cH:57][c:58]2[O:59][CH3:60])[CH:61]1[c:62]1[cH:63][cH:64][cH:65][cH:66][cH:67]1)=[O:68])([CH3:69])([CH3:70])[CH3:71].[NH2:19][CH:20]1[CH:21]([c:33]2[cH:34][cH:35][cH:36][cH:37][cH:38]2)[N:22]([C:26](=[O:27])[O:28][C:29]([CH3:30])([CH3:31])[CH3:32])[CH2:23][CH2:24][CH2:25]1>>[C:1](#[N:2])[C:3]1([c:9]2[cH:10][cH:11][c:12]([O:17][CH3:18])[c:13]([CH2:14][NH:19][CH:20]3[CH:21]([c:33]4[cH:34][cH:35][cH:36][cH:37][cH:38]4)[N:22]([C:26](=[O:27])[O:28][C:29]([CH3:30])([CH3:31])[CH3:32])[CH2:23][CH2:24][CH2:25]3)[cH:16]2)[CH2:4][CH2:5][O:6][CH2:7][CH2:8]1. The reactants are COc1ccc(C2(C#N)CCOCC2)cc1C=O, COc1ccc(C(C)C#N)cc1CNC1CCCN(C(=O)OC(C)(C)C)C1c1ccccc1, CC(C)(C)OC(=O)N1CCCC(N)C1c1ccccc1. The reactants are FC=1C=C(C=CC1F)[N+](=O)[O-] (3,4-difluoronitrobenzene), COCCNCCOC (bis(2-methoxyethyl)amine), C(=O)([O-])[O-].[K+].[K+] (K2CO3). The solvent is CS(=O)C (DMSO). Conditions: temperature 80 celsius. Product: FC1=C(C=CC(=C1)[N+](=O)[O-])N(CCOC)CCOC ((2-Fluoro-4-nitro-phenyl)-bis-(2-methoxy-ethyl)-amine). RXN SMILES: [F:1][C:2]1[CH:3]=[C:4]([N+:9]([O-:11])=[O:10])[CH:5]=[CH:6][C:7]=1F.[CH3:12][O:13][CH2:14][CH2:15][NH:16][CH2:17][CH2:18][O:19][CH3:20].C([O-])([O-])=O.[K+].[K+]>CS(C)=O>[F:1][C:2]1[CH:3]=[C:4]([N+:9]([O-:11])=[O:10])[CH:5]=[CH:6][C:7]=1[N:16]([CH2:17][CH2:18][O:19][CH3:20])[CH2:15][CH2:14][O:13][CH3:12] |f:2.3.4|. Reported procedure: 1.13 g (7.1 mmol) of 3,4-difluoronitrobenzene (Aldrich, Buchs, Switzerland), 1.04 g (7.81 mmol) of bis(2-methoxyethyl)amine (Fluka, Buchs, Switzerland) and 1.96 g (14.2 mmol) of K2CO3 in 7 ml of DMSO are stirred for 1.5 h at rt and then heated at 80° C. for 4 h. The reaction mixture is quenched with H2O and extracted with EtOAc (2×). The organic layers are washed with brine (3×), dried over MgSO4, filtered and evaporated. The residue is purified by flash chromatography on silica gel (hexane-EtOA... Reactants: Brc1cnc2[nH]ccc2c1, CO, O=Cc1c(F)ccc(OCCOC2CCCCO2)c1F, [K+], [OH-], O. Yields the product OC(c1c(F)ccc(OCCOC2CCCCO2)c1F)c1c[nH]c2ncc(Br)cc12. Reaction SMILES: [Br:1][c:2]1[cH:3][c:4]2[cH:5][cH:6][nH:7][c:8]2[n:9][cH:10]1.[CH3:34][OH:35].[F:11][c:12]1[c:13]([CH:14]=[O:15])[c:16]([F:30])[cH:17][cH:18][c:19]1[O:20][CH2:21][CH2:22][O:23][CH:24]1[O:25][CH2:26][CH2:27][CH2:28][CH2:29]1.[K+:32].[OH-:31].[OH2:33]>>[Br:1][c:2]1[cH:3][c:4]2[c:5]([CH:14]([c:13]3[c:12]([F:11])[c:19]([O:20][CH2:21][CH2:22][O:23][CH:24]4[O:25][CH2:26][CH2:27][CH2:28][CH2:29]4)[cH:18][cH:17][c:16]3[F:30])[OH:15])[cH:6][nH:7][c:8]2[n:9][cH:10]1. Starting materials: C(C)(C)(C)OC(C(CCCCN1C(N(C2=CC=CC=C2C1=O)C)=O)N=C(C1=CC=CC=C1)C1=CC=CC=C1)=O (2-(benzhydrylideneamino)-6-(1,2,3,4-tetrahydro-1-methyl-2,4-dioxoquinazolin-3-yl)hexanoic acid t-butyl ester), O (water), O.C1(=CC=C(C=C1)S(=O)(=O)O)C (p-toluenesulfonic acid hydrate), [OH-].[Na+] (NaOH). The solvent is C(C)#N (acetonitrile). Conditions: temperature 25 celsius, time 16 hour. The product is C(C)(C)(C)OC(C(CCCCN1C(N(C2=CC=CC=C2C1=O)C)=O)N)=O (2-amino-6-(1-methyl-2,4-dioxo-1,4-di-hydro-2H-quinazolin-3-yl)hexanoic acid t-butyl ester). Yield: 30.3%. RXN SMILES: [C:1]([O:5][C:6](=[O:39])[CH:7]([N:25]=C(C1C=CC=CC=1)C1C=CC=CC=1)[CH2:8][CH2:9][CH2:10][CH2:11][N:12]1[C:21](=[O:22])[C:20]2[C:15](=[CH:16][CH:17]=[CH:18][CH:19]=2)[N:14]([CH3:23])[C:13]1=[O:24])([CH3:4])([CH3:3])[CH3:2].O.O.C1(C)C=CC(S(O)(=O)=O)=CC=1.[OH-].[Na+]>C(#N)C>[C:1]([O:5][C:6](=[O:39])[CH:7]([NH2:25])[CH2:8][CH2:9][CH2:10][CH2:11][N:12]1[C:21](=[O:22])[C:20]2[C:15](=[CH:16][CH:17]=[CH:18][CH:19]=2)[N:14]([CH3:23])[C:13]1=[O:24])([CH3:4])([CH3:2])[CH3:3] |f:2.3,4.5|. Procedure: A solution of the title C compound, 2-(benzhydrylideneamino)-6-(1,2,3,4-tetrahydro-1-methyl-2,4-dioxoquinazolin-3-yl)hexanoic acid t-butyl ester (2.15 g) in 80 mL of acetonitrile is treated with 8 mL of water and p-toluenesulfonic acid hydrate (0.800 g, 4.21 mmol), and the clear solution is stirred at 25° C. for 16 h. The solvent is evaporated under reduced pressure, and the residue is partioned between 150 mL of diethyl ether and 100 mL of 0.1N aqueous HCl. The aqueous phase is added dropwise t... Reaction conditions: time 30 minute. Reaction SMILES: [H-].[Na+].[CH3:3][C:4]1([CH3:22])[NH:8][C:7](=[O:9])[N:6]([C:10]2[CH:15]=[CH:14][C:13]([O:16][C:17]([F:20])([F:19])[F:18])=[CH:12][CH:11]=2)[C:5]1=[O:21].[Cl:23][C:24]1[CH:29]=[C:28]([CH2:30]Br)[CH:27]=[CH:26][N:25]=1.C(#N)C>CN(C)C=O.O>[CH3:3][C:4]1([CH3:22])[N:8]([CH2:30][C:28]2[CH:27]=[CH:26][N:25]=[C:24]([Cl:23])[CH:29]=2)[C:7](=[O:9])[N:6]([C:10]2[CH:15]=[CH:14][C:13]([O:16][C:17]([F:20])([F:19])[F:18])=[CH:12][CH:11]=2)[C:5]1=[O:21] |f:0.1|. Procedure: 0.028 g of sodium hydride is added to a solution of 0.1 g of 5,5-dimethyl-3-(4-trifluoromethoxyphenyl)imidazolidine-2,4-dione in 2 ml of anhydrous dimethylformamide, under an inert atmosphere of argon at a temperature in the region of 20° C. Stirring is continued at this temperature for 30 minutes. A solution of 0.1 g of 2-chloro-4-(bromomethyl)pyridine in 2 ml of dimethylformamide is added, followed by addition of ice-cold water after reaction for 10 minutes. The reaction medium is placed on a ... Yields the product CC1(C(N(C(N1CC1=CC(=NC=C1)Cl)=O)C1=CC=C(C=C1)OC(F)(F)F)=O)C (5,5-dimethyl-1-(2-chloropyrid-4-ylmethyl)-3-(4-trifluoromethoxyphenyl)imidazolidine-2,4-dione). Starting materials: ClC1=NC=CC(=C1)CBr (2-chloro-4-(bromomethyl)pyridine), C(C)#N (acetonitrile), [H-].[Na+] (sodium hydride), CC1(C(N(C(N1)=O)C1=CC=C(C=C1)OC(F)(F)F)=O)C (5,5-dimethyl-3-(4-trifluoromethoxyphenyl)imidazolidine-2,4-dione). The yield is 69.7%. Run in CN(C=O)C (dimethylformamide), O (water), CN(C=O)C (dimethylformamide). Starting materials: O1C(=CC=C1)CC#N (2-(Furan-2-yl)acetonitrile), [OH-].[K+] (potassium hydroxide), O (water). The solvent is C(C)OCC (diethyl ether). Yields the product O1C(=CC=C1)CC(=O)O (2-(furan-2-yl)acetic acid). RXN SMILES: [O:1]1[CH:5]=[CH:4][CH:3]=[C:2]1[CH2:6][C:7]#N.[OH-:9].[K+].[OH2:11]>C(OCC)C>[O:1]1[CH:5]=[CH:4][CH:3]=[C:2]1[CH2:6][C:7]([OH:11])=[O:9] |f:1.2|. Procedure: 2-(Furan-2-yl)acetonitrile was suspended in 300 mL of distilled water, mixed with 50 g (0.89 mmol) of potassium hydroxide and heated for 4 hours under reflux. After completion of the reaction, the reaction solution was diluted with diethyl ether and separated. The resulting aqueous layer was acidified with concentrated hydrochloric acid and extracted with ethyl acetate. The organic layer was washed with saturated aqueous sodium chloride, dried over anhydrous magnesium sulfate and filterd, and th... The reactants are [Na] (Sodium), Cl (HCl), CO (Methanol), [Na] (sodium), NC1=C(C(=NC=C1)Cl)Br (4-amino-3-bromo-2-chloro pyridine). Conditions: temperature 0 celsius. Yields the product NC1=C(C(=NC=C1)OC)Br (4-amino-3-bromo-2-methoxypyridine). RXN SMILES: [Na].[NH2:2][C:3]1[CH:8]=[CH:7][N:6]=[C:5](Cl)[C:4]=1[Br:10].Cl.[CH3:12][OH:13]>>[NH2:2][C:3]1[CH:8]=[CH:7][N:6]=[C:5]([O:13][CH3:12])[C:4]=1[Br:10] |^1:0|. Procedure details: Methanol (350 mL) was charged in a two-neck round bottom flask equipped with a guard tube and septum and cooled to 0° C. Sodium metal (23 g) was added to it slowly in pieces. After all sodium metal had dissolved, 4-amino-3-bromo-2-chloro pyridine (23 g, 178 mmol) was added and the solution was heated at 180° C. in a pressure vessel for 5-6 h. The reaction mixture was then cooled to 0° C. and adjusted to pH 8 by addition of conc. HCl. Solvent was removed under reduced pressure and the residue was...